From a dataset of the Open Reaction Database (ORD), a public repository of structured organic reaction records. describe an organic reaction: reactants, conditions, products, and yield Reactants: CC(C)(C)C1CN(CCC2=C1C=CC(=C2)NC(C)=O)C(=O)[O-] (1,1-dimethylethyl-7-(acetylamino)-1,2,4,5-tetrahydro-3H-3-benzazepine-3-carboxylate), C1(=CC=CC=C1)C (toluene), COC=1C=CC(=CC1)P2(=S)SP(=S)(S2)C=3C=CC(=CC3)OC (Lawesson's reagent), C(C)(=O)OCC.C(=O)(O)[O-].[Na+] (ethyl acetate NaHCO3). The product is C(C)(=S)NC1=CC2=C(CCN(CC2)C(=O)OC(C)(C)C)C=C1 (1,1-dimethylethyl 7-(ethanethioylamino)-1,2,4,5-tetrahydro-3H-3-benzazepine-3-carboxylate). RXN SMILES: CC([CH:5]1[C:11]2[CH:12]=[CH:13][C:14]([NH:16][C:17](=O)[CH3:18])=[CH:15][C:10]=2[CH2:9][CH2:8][N:7]([C:20]([O-:22])=[O:21])[CH2:6]1)(C)C.COC1C=CC(P2(SP(C3C=CC(OC)=CC=3)(=S)S2)=[S:32])=CC=1.C(OCC)(=O)C.C([O-])(O)=O.[Na+].[C:56]1([CH3:62])[CH:61]=CC=C[CH:57]=1>>[C:17]([NH:16][C:14]1[CH:13]=[CH:12][C:11]2[CH2:5][CH2:6][N:7]([C:20]([O:22][C:56]([CH3:62])([CH3:61])[CH3:57])=[O:21])[CH2:8][CH2:9][C:10]=2[CH:15]=1)(=[S:32])[CH3:18] |f:2.3.4|. Procedure details: 1,1-dimethylethyl-7-(acetylamino)-1,2,4,5-tetrahydro-3H-3-benzazepine-3-carboxylate (818 mg) and Lawesson's reagent (1.1 g) were combined in toluene (10 ml) and refluxed for 1.5 h. After cooling the reaction was worked up with ethyl acetate/NaHCO3 (sat. sol.). The combined organic layers were concentrated and the residue was purified by flash chromatography over silica gel, eluting with 40% ethyl acetate in hexane, affording the title compound (411 mg).